Task: describe an organic reaction: reactants, conditions, products, and yield. Dataset: the Open Reaction Database (ORD), a public repository of structured organic reaction records Starting materials: ClC=1C=CC(=C(C(=O)OC)C1)O (Methyl 5-chloro-2-hydroxybenzoate), C(C=C)Br (allyl bromide), C([O-])([O-])=O.[K+].[K+] (potassium carbonate). The solvent is CC(=O)C (acetone). The product is C(C=C)OC1=C(C(=O)OC)C=C(C=C1)Cl (methyl 2-allyloxy-5-chlorobenzoate). As a reaction SMILES: [Cl:1][C:2]1[CH:3]=[CH:4][C:5]([OH:12])=[C:6]([CH:11]=1)[C:7]([O:9][CH3:10])=[O:8].[CH2:13](Br)[CH:14]=[CH2:15].C(=O)([O-])[O-].[K+].[K+]>CC(C)=O>[CH2:15]([O:12][C:5]1[CH:4]=[CH:3][C:2]([Cl:1])=[CH:11][C:6]=1[C:7]([O:9][CH3:10])=[O:8])[CH:14]=[CH2:13] |f:2.3.4|. Procedure details: A mixture of methyl 5-chloro-2-hydroxybenzoate (2c) (45.0 g, 0.24 mol), allyl bromide (62.6 ml, 0.75 mol) and ground potassium carbonate (66.67 g, 0.48 mol) in 750 ml of dry acetone was heated under reflux for 21/2 hours. The inorganic salt was removed by filtration, and the solvent and excess allyl bromide in the filtrate was evaporated to dryness to yield compound 3c quantitatively as a white solid, mp 25°-26° C. IR (nujol) 1738 (ester) cm-1. NMR (CDCl3) δ 7.63 (d, 1H, JBC =3 Hz, HC), 7.27 (d ... The reactants are CC(C)(C)[Si](C)(C)Cl (TBSCl), N1C=NC=C1 (Imidazole), CC(C)(C)[Si](C)(C)Cl (TBSCl), C(C)C=1OC(=CC1)CCO (2-Ethyl-5-(2-hydroxyethyl)furan). Run in CN(C)C=O (DMF), C(C)OCC (diethylether). Conditions: time 15 hour. Yields the product C(C)(C)(C)[Si](C)(C)OCCC=1OC(=CC1)CC (tert-Butyl-[2-(5-ethyl-furan-2-yl)-ethoxy]-dimethyl-silane). The yield is 80.0%. As a reaction SMILES: N1C=CN=C1.[CH3:6][C:7]([Si:10](Cl)([CH3:12])[CH3:11])([CH3:9])[CH3:8].[CH2:14]([C:16]1[O:17][C:18]([CH2:21][CH2:22][OH:23])=[CH:19][CH:20]=1)[CH3:15]>CN(C=O)C.C(OCC)C>[C:7]([Si:10]([O:23][CH2:22][CH2:21][C:18]1[O:17][C:16]([CH2:14][CH3:15])=[CH:20][CH:19]=1)([CH3:12])[CH3:11])([CH3:9])([CH3:8])[CH3:6]. Reported procedure: Imidazole (255 mg, 3.75 mmol) and TBSCl (414 mg, 2.75 mmol) were added to the solution of 245A (350 mg, 2.5 mmol) in DMF (4 mL). The mixture was stirred at rt for 15 hr and then 100 mg (0.66 mmol) of additional TBSCl was added to drive the reaction to completion. After stirring for an additional hour, the reaction mixture was diluted with diethylether (100 mL) and washed with water (20 mL), 1 N HCl (20 mL), water (20 mL) and brine (20 mL). The organic layer was dried over Na2SO4 and concentrated... Reactants: OCCN(C(OC(C)(C)C)=O)C (tert-butyl 2-hydroxyethyl(methyl)carbamate), N1=CC=CC=C1 (pyridine), C(OCCOC)(=O)Cl (2-methoxyethyl chlorocarbonate). The solvent is C(C)(=O)OCC (ethyl acetate), C(C)(=O)OCC (ethyl acetate). Reaction conditions: time 8 hour. The product is Cl.C(OCCOC)(OCCNC)=O (2-Methoxyethyl 2-(methylamino)ethyl carbonate hydrochloride). As a reaction SMILES: [OH:1][CH2:2][CH2:3][N:4](C)[C:5](=O)OC(C)(C)C.N1C=CC=CC=1.[C:19]([Cl:26])(=[O:25])[O:20][CH2:21][CH2:22][O:23][CH3:24]>C(OCC)(=O)C>[ClH:26].[C:19](=[O:25])([O:1][CH2:2][CH2:3][NH:4][CH3:5])[O:20][CH2:21][CH2:22][O:23][CH3:24] |f:4.5|. Procedure details: To a mixture of tert-butyl 2-hydroxyethyl(methyl)carbamate (1.75 g) obtained in Reference Synthetic Example 1 and ethyl acetate (20 mL) was added pyridine (1.62 mL), and a solution of 2-methoxyethyl chlorocarbonate (2.77 mL) in ethyl acetate (5 mL) was slowly added dropwise, followed by stirring at room temperature overnight. The reaction solution was concentrated under reduced pressure, and extracted with ethyl acetate (50 mL). The extract was washed with 5% aqueous solution of citric acid (50 ... Starting materials: C(C)C1=NC=CC(=C1)C1=C(C=C(C=C1)C=1N=NN(C1)C1C(N(C2=C(CC1)C=CC=C2)CC(F)(F)F)=O)OC (3-{4-[4-(2-ethylpyridin-4-yl)-3-methoxyphenyl]-1H-1,2,3-triazol-1-yl}-1-(2,2,2-trifluoroethyl)-1,3,4,5-tetrahydro-2H-1-benzazepin-2-one), C(C)(C)[Mg]Br (isopropyl magnesium bromide), ClC1=NC=CC(=C1)C1=C(C=C(C=C1)C=1N=NN(C1)C1C(N(C2=C(CC1)C=CC=C2)CC(F)(F)F)=O)OC (3-{4-[4-(2-chloropyridin-4-yl)-3-methoxyphenyl]-1H-1,2,3-triazol-1-yl}-1-(2,2,2-trifluoroethyl)-1,3,4,5-tetrahydro-2H-1-benzazepin-2-one). The product is C(C)(C)C1=NC=CC(=C1)C1=C(C=C(C=C1)C=1N=NN(C1)C1C(N(C2=C(CC1)C=CC=C2)CC(F)(F)F)=O)OC (3-{4-[4-(2-Isopropylpyridin-4-yl)-3-methoxyphenyl]-1H-1,2,3-triazol-1-yl}-1-(2,2,2-trifluoroethyl)-1,3,4,5-tetrahydro-2H-1-benzazepin-2-one). Reaction SMILES: [CH2:1]([C:3]1[CH:8]=[C:7]([C:9]2[CH:14]=[CH:13][C:12]([C:15]3[N:16]=[N:17][N:18]([CH:20]4[CH2:26][CH2:25][C:24]5[CH:27]=[CH:28][CH:29]=[CH:30][C:23]=5[N:22]([CH2:31][C:32]([F:35])([F:34])[F:33])[C:21]4=[O:36])[CH:19]=3)=[CH:11][C:10]=2[O:37][CH3:38])[CH:6]=[CH:5][N:4]=1)[CH3:2].[CH:39]([Mg]Br)(C)C.ClC1C=C(C2C=CC(C3N=NN(C4CCC5C=CC=CC=5N(CC(F)(F)F)C4=O)C=3)=CC=2OC)C=CN=1>>[CH:1]([C:3]1[CH:8]=[C:7]([C:9]2[CH:14]=[CH:13][C:12]([C:15]3[N:16]=[N:17][N:18]([CH:20]4[CH2:26][CH2:25][C:24]5[CH:27]=[CH:28][CH:29]=[CH:30][C:23]=5[N:22]([CH2:31][C:32]([F:35])([F:34])[F:33])[C:21]4=[O:36])[CH:19]=3)=[CH:11][C:10]=2[O:37][CH3:38])[CH:6]=[CH:5][N:4]=1)([CH3:39])[CH3:2]. Procedure: 3-{4-[4-(2-Isopropylpyridin-4-yl)-3-methoxyphenyl]-1H-1,2,3-triazol-1-yl}-1-(2,2,2-trifluoroethyl)-1,3,4,5-tetrahydro-2H-1-benzazepin-2-one was prepared by using the same procedure described for 3-{4-[4-(2-ethylpyridin-4-yl)-3-methoxyphenyl]-1H-1,2,3-triazol-1-yl}-1-(2,2,2-trifluoroethyl)-1,3,4,5-tetrahydro-2H-1-benzazepin-2-one with isopropyl magnesium bromide (1M in THF, 189 μl, 0.189 mmol), and 3-{4-[4-(2-chloropyridin-4-yl)-3-methoxyphenyl]-1H-1,2,3-triazol-1-yl}-1-(2,2,2-trifluoroethyl)-1,3...